This data is from the Open Reaction Database (ORD), a public repository of structured organic reaction records. The task is: describe an organic reaction: reactants, conditions, products, and yield Starting materials: S(=O)(Cl)Cl (Thionylchloride), C(C1=CC=CC=C1)O (benzyl alcohol), N[C@@H](C)C(=O)O (Alanine). Conditions: temperature -10 celsius. Product: C(C1=CC=CC=C1)OC([C@@H](N)C)=O (Alanine benzyl ester). Isolated yield 67.0%. As a reaction SMILES: S(Cl)(Cl)=O.[NH2:5][C@H:6]([C:8]([OH:10])=[O:9])[CH3:7].[CH2:11](O)[C:12]1[CH:17]=[CH:16][CH:15]=[CH:14][CH:13]=1>>[CH2:11]([O:9][C:8](=[O:10])[C@H:6]([CH3:7])[NH2:5])[C:12]1[CH:17]=[CH:16][CH:15]=[CH:14][CH:13]=1. Procedure: Thionylchloride (9.8 ml, 135 mmol, 1.2 eqv) was added dropwise during 15 min. to benzyl alcohol (210 ml) stirred under nitrogen and cooled to -10° C. Alanine (10.0 g, 112 mmol, 1.0 eqv) was added in portions during 10 min. The reaction mixture was heated overnight at 60-70° C. The reaction mixture was evaporated in vacuo and the residue was dissolved in water (150 ml). The pH was adjusted to 1-2 by addition of 4N HCl (aq.) and the aqueous phase was extracted with dichloromethane (2×200 ml). The ... RXN SMILES: [CH2:24]1[O:25][CH2:26][CH2:27][CH2:28]1.[CH2:4]([Li:5])[CH2:6][CH2:7][CH3:8].[CH2:9]([O:11][C:12](=[O:10])[c:13]1[cH:14][c:15]([O:19][CH3:20])[cH:16][cH:17][cH:18]1)[CH3:21].[CH3:1][C:2]#[N:3].[Na+:23].[OH-:22]>>[CH2:1]([C:2]#[N:3])[C:12](=[O:11])[c:13]1[cH:14][c:15]([O:19][CH3:20])[cH:16][cH:17][cH:18]1. The reactants are C1CCOC1, [Li]CCCC, CCOC(=O)c1cccc(OC)c1, CC#N, [Na+], [OH-]. The product is COc1cccc(C(=O)CC#N)c1. Reactants: O=C([O-])[O-], NS(=O)(=O)c1cc(C(=O)O)cc(NC(=O)CCCCl)c1Oc1ccccc1, [K+], [K+], C1COCCO1. The product is NS(=O)(=O)c1cc(C(=O)O)cc(N2CCCC2=O)c1Oc1ccccc1. RXN SMILES: [C:28](=[O:29])([O-:30])[O-:31].[Cl:1][CH2:2][CH2:3][CH2:4][C:5](=[O:6])[NH:7][c:8]1[cH:9][c:10]([C:11](=[O:12])[OH:13])[cH:14][c:15]([S:24]([NH2:25])(=[O:26])=[O:27])[c:16]1[O:17][c:18]1[cH:19][cH:20][cH:21][cH:22][cH:23]1.[K+:32].[K+:33].[O:34]1[CH2:35][CH2:36][O:37][CH2:38][CH2:39]1>>[CH2:2]1[CH2:3][CH2:4][C:5](=[O:6])[N:7]1[c:8]1[cH:9][c:10]([C:11](=[O:12])[OH:13])[cH:14][c:15]([S:24]([NH2:25])(=[O:26])=[O:27])[c:16]1[O:17][c:18]1[cH:19][cH:20][cH:21][cH:22][cH:23]1. The reactants are O=C(CNC(=O)C1=NNC(=C1)C1=CC(=CC=C1)OCC1=CC=CC=C1)N1CCN(CC1)C(C1=C(C=CC=C1)C(F)(F)F)=O (5-(3-benzyloxy-phenyl)-1H-pyrazole-3-carboxylic acid {2-oxo-2-[4-(2-trifluoromethyl-benzoyl)-piperazin-1-yl]-ethyl}-amide). Reagents/catalysts: [Pd] (Pd). Run in CO (MeOH), C(Cl)Cl (DCM). Yields the product O=C(CNC(=O)C1=NNC(=C1)C1=CC(=CC=C1)O)N1CCN(CC1)C(C1=C(C=CC=C1)C(F)(F)F)=O (5-(3-Hydroxy-phenyl)-1H-pyrazole-3-carboxylic acid {2-oxo-2-[4-(2-trifluoromethyl-benzoyl)-piperazin-1-yl]-ethyl}-amide). Isolated yield 23.8%. As a reaction SMILES: [O:1]=[C:2]([N:26]1[CH2:31][CH2:30][N:29]([C:32](=[O:43])[C:33]2[CH:38]=[CH:37][CH:36]=[CH:35][C:34]=2[C:39]([F:42])([F:41])[F:40])[CH2:28][CH2:27]1)[CH2:3][NH:4][C:5]([C:7]1[CH:11]=[C:10]([C:12]2[CH:17]=[CH:16][CH:15]=[C:14]([O:18]CC3C=CC=CC=3)[CH:13]=2)[NH:9][N:8]=1)=[O:6]>CO.C(Cl)Cl.[Pd]>[O:1]=[C:2]([N:26]1[CH2:27][CH2:28][N:29]([C:32](=[O:43])[C:33]2[CH:38]=[CH:37][CH:36]=[CH:35][C:34]=2[C:39]([F:40])([F:42])[F:41])[CH2:30][CH2:31]1)[CH2:3][NH:4][C:5]([C:7]1[CH:11]=[C:10]([C:12]2[CH:17]=[CH:16][CH:15]=[C:14]([OH:18])[CH:13]=2)[NH:9][N:8]=1)=[O:6]. Procedure: 10% Pd/c (30 mg) was added to a stirred solution of 5-(3-benzyloxy-phenyl)-1H-pyrazole-3-carboxylic acid {2-oxo-2-[4-(2-trifluoromethyl-benzoyl)-piperazin-1-yl]-ethyl}-amide (120.3 mg, 0.2 mmol) in a mixture of MeOH (15 mL) and DCM (10 mL) and stirred under hydrogen atmosphere. The reaction mixture was then stirred overnight at room temperature. The mixture was filtered over a bed of celite. The celite was washed with MeOH and the filtrate was concentrated under reduced pressure. The crude was r... Starting materials: ClC1=CC=C(C=C1)C1=NN(C(N1C1CC1)=O)CCC(=O)OCC (Ethyl 3-[3-(4-chlorophenyl)-4-cyclopropyl-5-oxo-4,5-dihydro-1H-1,2,4-triazol-1-yl]propionate), [OH-].[K+] (potassium hydroxide). The solvent is CO (methanol). Run at time 2 hour. Product: ClC1=CC=C(C=C1)C1=NN(C(N1C1CC1)=O)CCC(=O)O (3-[3-(4-chlorophenyl)-4-cyclopropyl-5-oxo-4,5-dihydro-1H-1,2,4-triazol-1-yl]propionic acid). Reaction SMILES: [Cl:1][C:2]1[CH:7]=[CH:6][C:5]([C:8]2[N:12]([CH:13]3[CH2:15][CH2:14]3)[C:11](=[O:16])[N:10]([CH2:17][CH2:18][C:19]([O:21]CC)=[O:20])[N:9]=2)=[CH:4][CH:3]=1.[OH-].[K+]>CO>[Cl:1][C:2]1[CH:7]=[CH:6][C:5]([C:8]2[N:12]([CH:13]3[CH2:15][CH2:14]3)[C:11](=[O:16])[N:10]([CH2:17][CH2:18][C:19]([OH:21])=[O:20])[N:9]=2)=[CH:4][CH:3]=1 |f:1.2|. Reported procedure: 560 mg (1.67 mmol) of ethyl 3-[3-(4-chlorophenyl)-4-cyclopropyl-5-oxo-4,5-dihydro-1H-1,2,4-triazol-1-yl]-propionate from Example 87A are placed in 1.5 ml methanol, treated with 0.5 ml 20% aqueous potassium hydroxide and stirred for 2 hrs at room temperature. The methanol is removed in vacuo, the aqueous residue acidified to pH 1 with 2 N hydrochloric acid and the resulting precipitate isolated by filtration. 439 mg (73% of theory) of the target compound are thus obtained. The reactants are ClC1=NC(=C(C2=CC=C(C=C12)OC(C)C)O)C(=O)O (1-chloro-4-hydroxy-7-isopropoxy-isoquinoline-3-carboxylic acid), Cl.C(C)(C)(C)OC([C@H](COC(C)(C)C)N)=O ((S)-2-amino-3-tert-butoxy-propionic acid tert-butyl ester hydrochloride). Product: ClC1=NC(=C(C2=CC=C(C=C12)OC(C)C)O)C(=O)N[C@H](C(=O)O)CO ((S)-2-[(1-Chloro-4-hydroxy-7-isopropoxy-isoquinoline-3-carbonyl)-amino]-3-hydroxy-propionic acid). As a reaction SMILES: [Cl:1][C:2]1[C:11]2[C:6](=[CH:7][CH:8]=[C:9]([O:12][CH:13]([CH3:15])[CH3:14])[CH:10]=2)[C:5]([OH:16])=[C:4]([C:17]([OH:19])=O)[N:3]=1.Cl.C([O:25][C:26](=[O:35])[C@@H:27]([NH2:34])[CH2:28][O:29]C(C)(C)C)(C)(C)C>>[Cl:1][C:2]1[C:11]2[C:6](=[CH:7][CH:8]=[C:9]([O:12][CH:13]([CH3:14])[CH3:15])[CH:10]=2)[C:5]([OH:16])=[C:4]([C:17]([NH:34][C@@H:27]([CH2:28][OH:29])[C:26]([OH:35])=[O:25])=[O:19])[N:3]=1 |f:1.2|. Procedure: Prepared in analogy to Example A-2 e) and f) from 1-chloro-4-hydroxy-7-isopropoxy-isoquinoline-3-carboxylic acid (can be obtained according to U.S. Pat. No. 6,093,730, October 1998, Weidmann et al.) and (S)-2-amino-3-tert-butoxy-propionic acid tert-butyl ester hydrochloride; MS-(+)-ion: M+1=369.0 amu. Starting materials: C(CCC)OC1=NC(=C2N=C(N(C2=N1)CCCC1NCCCC1)OC)N (2-(Butyloxy)-8-(methyloxy)-9-[3-(2-piperidinyl)propyl]-9H-purin-6-amine), stock solution, CCN(C(C)C)C(C)C (DIPEA), BrCCO (2-bromoethanol), CCN(C(C)C)C(C)C (DIPEA), BrCCO (2-bromoethanol), C(CCC)OC1=NC(=C2N=C(N(C2=N1)CCCC1NCCCC1)OC)N (2-(Butyloxy)-8-(methyloxy)-9-[3-(2-piperidinyl)propyl]-9H-purin-6-amine). Solvent: CS(=O)C (DMSO), CN(C)C=O (DMF), C(C)#N (acetonitrile). Reaction conditions: temperature 50 celsius, time 18 hour. Product: NC1=C2NC(N(C2=NC(=N1)OCCCC)CCCC1N(CCCC1)CCO)=O (6-Amino-2-(butyloxy)-9-[3-[1-(2-hydroxyethyl)-2-piperidinyl]propyl]-7,9-dihydro-8H-purin-8-one). RXN SMILES: [CH2:1]([O:5][C:6]1[N:14]=[C:13]2[C:9]([N:10]=[C:11]([O:24]C)[N:12]2[CH2:15][CH2:16][CH2:17][CH:18]2[CH2:23][CH2:22][CH2:21][CH2:20][NH:19]2)=[C:8]([NH2:26])[N:7]=1)[CH2:2][CH2:3][CH3:4].Br[CH2:28][CH2:29][OH:30].CCN(C(C)C)C(C)C>CN(C=O)C.C(#N)C.CS(C)=O>[NH2:26][C:8]1[N:7]=[C:6]([O:5][CH2:1][CH2:2][CH2:3][CH3:4])[N:14]=[C:13]2[C:9]=1[NH:10][C:11](=[O:24])[N:12]2[CH2:15][CH2:16][CH2:17][CH:18]1[CH2:23][CH2:22][CH2:21][CH2:20][N:19]1[CH2:28][CH2:29][OH:30]. Reported procedure: 2-(Butyloxy)-8-(methyloxy)-9-[3-(2-piperidinyl)propyl]-9H-purin-6-amine (for example, as prepared for Intermediate 12) (0.036 g, 0.10 mmol) in DMF (0.5 mL) was added to 2-bromoethanol (commercially available, for example, from Aldrich) (0.0085 mL, 0.12 mmol) (dispensed as 0.12 mL of a stock solution of 1 mmol in acetonitrile (1 mL)). DIPEA (0.040 mL, 0.23 mmol) was added and the reaction mixture heated at 50° C. for 18 hours. An additional aliquot of the 2-bromoethanol solution (0.080 mL, 0.08 m...